From a dataset of the Open Reaction Database (ORD), a public repository of structured organic reaction records. describe an organic reaction: reactants, conditions, products, and yield Reactants: Nc1ccc(O)cc1, [Na+], O, Oc1ccc2cc(O)ccc2c1, O=S([O-])O. The product is Oc1ccc(Nc2ccc3cc(O)ccc3c2)cc1. As a reaction SMILES: [NH2:1][c:2]1[cH:3][cH:4][c:5]([OH:6])[cH:7][cH:8]1.[Na+:25].[OH2:26].[OH:9][c:10]1[cH:11][c:12]2[cH:13][cH:14][c:15]([OH:20])[cH:16][c:17]2[cH:18][cH:19]1.[S:21](=[O:22])([OH:23])[O-:24]>>[NH:1]([c:2]1[cH:3][cH:4][c:5]([OH:6])[cH:7][cH:8]1)[c:15]1[cH:14][cH:13][c:12]2[cH:11][c:10]([OH:9])[cH:19][cH:18][c:17]2[cH:16]1.